This data is from the Open Reaction Database (ORD), a public repository of structured organic reaction records. The task is: describe an organic reaction: reactants, conditions, products, and yield Yields the product NS(=O)(=O)c1ccccc1C(=O)OC1COC1. Reaction SMILES: [CH2:2]([Cl:3])[Cl:4].[NH3:1].[O:5]1[CH2:6][CH:7]([O:9][C:10](=[O:11])[c:12]2[c:13]([S:18](=[O:19])(=[O:20])[Cl:21])[cH:14][cH:15][cH:16][cH:17]2)[CH2:8]1.[OH2:22]>>[NH2:1][S:18]([c:13]1[c:12]([C:10]([O:9][CH:7]2[CH2:6][O:5][CH2:8]2)=[O:11])[cH:17][cH:16][cH:15][cH:14]1)(=[O:19])=[O:20]. Starting materials: ClCCl, N, O=C(OC1COC1)c1ccccc1S(=O)(=O)Cl, O. Starting materials: [Mg] (magnesium), CC(=O)C1=C(C=C(C=C1)OC)F (2-fluoro-4-methoxy-acetophenone), [NH4+].[Cl-] (NH4Cl), CI (methyliodide). Solvent: CCOCC (ether), C(C)OCC (diethylether), C(C)OCC (diethylether). The product is FC1=C(C=CC(=C1)OC)C(C)(C)O (2-(2-fluoro-4-methoxyphenyl)-2-propanol). The yield is 80.9%. As a reaction SMILES: [CH3:1]I.[Mg].[CH3:4][C:5]([C:7]1[CH:12]=[CH:11][C:10]([O:13][CH3:14])=[CH:9][C:8]=1[F:15])=[O:6].[NH4+].[Cl-]>C(OCC)C>[F:15][C:8]1[CH:9]=[C:10]([O:13][CH3:14])[CH:11]=[CH:12][C:7]=1[C:5]([OH:6])([CH3:1])[CH3:4] |f:3.4|. Reported procedure: 17.75 g (0.125 mole) methyliodide are dissolved in diethylether and the resulting solution is added dropwise with stirring to 3.04 g magnesium chips in 15 ml anhydrous ether. The mixture is then heated under reflux for 30 minutes, followed by the dropwise addition with stirring of a solution of 16.82 g (0.1 mole) 2-fluoro-4-methoxy-acetophenone in diethylether. After heating under reflux for 2 hours, the reaction mixture is cooled, poured onto ice and the corresponding deposit dissolved by addit... Reactants: O[C@H](C)[C@@H]1[C@@H]2N(C(=C([C@@H]2C)C2=CN3C(S2)=C(N=C3)SC)C(=O)[O-])C1=O.[Na+] (sodium (1S,5R,6S)-6-((1R)-1-hydroxyethyl)-1-methyl-2-(7-methylthioimidazo[5,1-b]thiazol-2-yl)-1-carbapen-2-em-3-carboxylate), Cl (hydrochloric acid). Product: O[C@H](C)[C@@H]1[C@@H]2N(C(=C([C@@H]2C)C2=CN3C(S2)=C(N=C3)SC)C(=O)O)C1=O ((1S,5R,6S)-6-((1R)-1-Hydroxyethyl)-1-methyl-2-(7-methylthioimidazo[5,1-b]thiazol-2-yl)-1-carbapen-2-em-3-carboxylic acid), title compound. As a reaction SMILES: [OH:1][C@@H:2]([C@H:4]1[C:24](=[O:25])[N:6]2[C:7]([C:21]([O-:23])=[O:22])=[C:8]([C:11]3[S:15][C:14]4=[C:16]([S:19][CH3:20])[N:17]=[CH:18][N:13]4[CH:12]=3)[C@H:9]([CH3:10])[C@H:5]12)[CH3:3].[Na+].Cl>>[OH:1][C@@H:2]([C@H:4]1[C:24](=[O:25])[N:6]2[C:7]([C:21]([OH:23])=[O:22])=[C:8]([C:11]3[S:15][C:14]4=[C:16]([S:19][CH3:20])[N:17]=[CH:18][N:13]4[CH:12]=3)[C@H:9]([CH3:10])[C@H:5]12)[CH3:3] |f:0.1|. Reported procedure: (1S,5R,6S)-6-((1R)-1-Hydroxyethyl)-1-methyl-2-(7-methylthioimidazo[5,1-b]thiazol-2-yl)-1-carbapen-2-em-3-carboxylic acid was prepared from sodium (1S,5R,6S)-6-((1R)-1-hydroxyethyl)-1-methyl-2-(7-methylthioimidazo[5,1-b]thiazol-2-yl)-1-carbapen-2-em-3-carboxylate and a 1.0 N aqueous hydrochloric acid solution. The title compound (33.5 mg) was obtained using this compound (103.0 mg), 123.7 mg of benzyltriethylammonium chloride, 113.3 mg of 1-(2ethyl-1-butyloxycarbonyloxy)ethyl chloride, 54.9 mg of... Starting materials: C(C1=CC=CC=C1)(=O)O (benzoic acid), C(C)C(=O)C (Methyl ethyl ketone), O.C(#N)C1=C(C=CC=C1)C=1C(N(C=C(C1)C1=NC=CC=C1)C1=CC=CC=C1)=O (3-(2-cyanophenyl)-5-(2-pyridyl)-1-phenyl-1,2-dihydropyridin-2-one hydrate). Solvent: O1CCCC1 (tetrahydrofuran). Conditions: time 15 hour. The product is C(C1=CC=CC=C1)(=O)O.C(#N)C1=C(C=CC=C1)C=1C(N(C=C(C1)C1=NC=CC=C1)C1=CC=CC=C1)=O (3-(2-Cyanophenyl)-5-(2-pyridyl)-1-phenyl-1,2-dihydropyridin-2-one benzoate). Yield: 75.7%. As a reaction SMILES: C(C(C)=O)C.O.[C:7]([C:9]1[CH:14]=[CH:13][CH:12]=[CH:11][C:10]=1[C:15]1[C:16](=[O:33])[N:17]([C:27]2[CH:32]=[CH:31][CH:30]=[CH:29][CH:28]=2)[CH:18]=[C:19]([C:21]2[CH:26]=[CH:25][CH:24]=[CH:23][N:22]=2)[CH:20]=1)#[N:8].[C:34]([OH:42])(=[O:41])[C:35]1[CH:40]=[CH:39][CH:38]=[CH:37][CH:36]=1>O1CCCC1>[C:34]([OH:42])(=[O:41])[C:35]1[CH:40]=[CH:39][CH:38]=[CH:37][CH:36]=1.[C:7]([C:9]1[CH:14]=[CH:13][CH:12]=[CH:11][C:10]=1[C:15]1[C:16](=[O:33])[N:17]([C:27]2[CH:32]=[CH:31][CH:30]=[CH:29][CH:28]=2)[CH:18]=[C:19]([C:21]2[CH:26]=[CH:25][CH:24]=[CH:23][N:22]=2)[CH:20]=1)#[N:8] |f:1.2,5.6|. Procedure: Methyl ethyl ketone (6 mL) was added to 3-(2-cyanophenyl)-5-(2-pyridyl)-1-phenyl-1,2-dihydropyridin-2-one hydrate (253.6 mg, 0.70 mmol), and completely resolved under reflux by using oil bath. Then, tetrahydrofuran solution of benzoic acid (1 mL, containing 0.75 mmol of benzoic acid) was added, the heating of the oil bath was stopped, brought out from the oil bath, and subsequently allowed to stand at room temperature. The mixture returning to the room temperature was transferred to a weighing b... Reactants: C(=O)(O)[O-].[Na+] (NaHCO3), C(=O)(O)[O-].[Na+] (NaHCO3), C(C)N1C(NC(C2=C1C=C(S2)C=2C=NNC2C)=O)(CC(F)(F)F)C (1-ethyl-2-methyl-6-(5-methyl-1H-pyrazol-4-yl)-2-(2,2,2-trifluoroethyl)-2,3-dihydrothieno[3,2-d]pyrimidin-4(1H)-one), C(=O)(C(F)(F)F)O (TFA), COC(C)(C)OC (2,2-dimethoxypropane), CC1(C2CCC1(C(=O)C2)CS(=O)(=O)O)C (CSA), [O-]S(=O)(=O)[O-].[Mg+2] (MgSO4), Cl (HCl). Run in CC(=O)N(C)C (DMA), CO (MeOH). Run at time 1 day. The product is C(C)N1C(NC(C2=C1C=C(S2)C=2C=NNC2C)=O)(C)C (1-ethyl-2,2-dimethyl-6-(5-methyl-1H-pyrazol-4-yl)-2,3-dihydrothieno[3,2-d]pyrimidin-4(1H)-one). Yield: 24.7%. As a reaction SMILES: [CH2:1]([N:3]1[C:8]2[CH:9]=[C:10]([C:12]3[CH:13]=[N:14][NH:15][C:16]=3[CH3:17])[S:11][C:7]=2[C:6](=[O:18])[NH:5][C:4]1([CH3:24])[CH2:19]C(F)(F)F)[CH3:2].C(O)(C(F)(F)F)=O.COC(OC)(C)C.CC1(C)C2(CS(O)(=O)=O)C(CC1CC2)=O.[O-]S([O-])(=O)=O.[Mg+2].C([O-])(O)=O.[Na+].Cl>CC(N(C)C)=O.CO>[CH2:1]([N:3]1[C:8]2[CH:9]=[C:10]([C:12]3[CH:13]=[N:14][NH:15][C:16]=3[CH3:17])[S:11][C:7]=2[C:6](=[O:18])[NH:5][C:4]1([CH3:19])[CH3:24])[CH3:2] |f:4.5,6.7|. Reported procedure: A mixture of 1-ethyl-2-methyl-6-(5-methyl-1H-pyrazol-4-yl)-2-(2,2,2-trifluoroethyl)-2,3-dihydrothieno[3,2-d]pyrimidin-4(1H)-one (120 mg, 0.335 mmol) and TFA (1.0 mL) was stirred at room temperature for 1 day. After removal of the solvent at reduced pressure, the residue was treated with saturated aqueous NaHCO3. The organic materials were extracted with EtOAc. The combined extracts were washed with brine, dried over Na2SO4 and filtered. After removal of the solvent at reduced pressure, the resid... The reactants are OC=1C2=C(N=CN1)SC(=C2)CCNC(OC(C)(C)C)=O (tert-butyl N-(2-[4-hydroxythieno[2,3-d]pyrimidin-6-yl]ethyl)carbamate), C(=O)(C(F)(F)F)O (CF3COOH). The solvent is ClCCl (dichloromethane). Conditions: time 6 hour. Yields the product FC(C(=O)O)(F)F.NCCC1=CC2=C(N=CN=C2O)S1 (6-(2-aminoethyl)thieno[2,3-d]pyrimidin-4-ol trifluoroacetate). The yield is 91.0%. RXN SMILES: [OH:1][C:2]1[C:3]2[CH:10]=[C:9]([CH2:11][CH2:12][NH:13]C(=O)OC(C)(C)C)[S:8][C:4]=2[N:5]=[CH:6][N:7]=1.[C:21]([OH:27])([C:23]([F:26])([F:25])[F:24])=[O:22]>ClCCl>[F:24][C:23]([F:26])([F:25])[C:21]([OH:27])=[O:22].[NH2:13][CH2:12][CH2:11][C:9]1[S:8][C:4]2[N:5]=[CH:6][N:7]=[C:2]([OH:1])[C:3]=2[CH:10]=1 |f:3.4|. Procedure details: A solution of tert-butyl N-(2-[4-hydroxythieno[2,3-d]pyrimidin-6-yl]ethyl)carbamate (600 mg, 2.03 mmol, 1.00 equiv) in 25 mL of dichloromethane at 0° C. was added 4 mL of CF3COOH and the resulting solution was stirred for 6 hours at room temperature. The resulting mixture was concentrated under vacuum to give 6-(2-aminoethyl)thieno[2,3-d]pyrimidin-4-ol trifluoroacetate (570 mg, 91%) as a yellow oil which was used directly in the next step without further purification. MS (ES): m/z 196 (M+H)+.